Dataset: the Open Reaction Database (ORD), a public repository of structured organic reaction records. Task: describe an organic reaction: reactants, conditions, products, and yield Reactants: O=C1N([C@H](CC1)\C=C\C(CCCCC)=O)CCSCCCC(=O)OC (methyl 4-[(2-{(5R)-2-oxo-5-[(1E)-3-oxooct-1-enyl]pyrrolidin-1-yl}ethyl)thio]-butanoate), C(CCCC)[Mg]Br (n-pentylmagnesium bromide), [Cl-].[NH4+] (ammonium chloride). The solvent is O1CCCC1 (tetrahydrofuran). Conditions: time 1 hour. Yields the product OC(/C=C/[C@@H]1N(C(CC1)=O)CCSCCCC(=O)O)(CCCCC)CCCCC (4-{2-[(R)-2-((E)-3-Hydroxy-3-pentyl-oct-1-enyl)-5-oxo-pyrrolidin-1-yl]-ethylsulfanyl}-butyric Acid). As a reaction SMILES: [O:1]=[C:2]1[CH2:6][CH2:5][C@H:4](/[CH:7]=[CH:8]/[C:9](=[O:15])[CH2:10][CH2:11][CH2:12][CH2:13][CH3:14])[N:3]1[CH2:16][CH2:17][S:18][CH2:19][CH2:20][CH2:21][C:22]([O:24]C)=[O:23].[CH2:26]([Mg]Br)[CH2:27][CH2:28][CH2:29][CH3:30].[Cl-].[NH4+]>O1CCCC1>[OH:15][C:9]([CH2:10][CH2:11][CH2:12][CH2:13][CH3:14])([CH2:26][CH2:27][CH2:28][CH2:29][CH3:30])/[CH:8]=[CH:7]/[C@H:4]1[CH2:5][CH2:6][C:2](=[O:1])[N:3]1[CH2:16][CH2:17][S:18][CH2:19][CH2:20][CH2:21][C:22]([OH:24])=[O:23] |f:2.3|. Reported procedure: To a −24° C. tetrahydrofuran (38 mL) solution of enone (from Example 1, step 3, 1.52 g) was treated with n-pentylmagnesium bromide (1.8 mL, 2 M ether solution from Aldrich). After 1 hour, the mixture was poured into aqueous ammonium chloride and extracted with ethyl acetate. Following drying and filtration, the desired alcohol (780 mg) was obtained after silica gel chromatography (elute with 5% methanol in ethyl acetate).